Dataset: the Open Reaction Database (ORD), a public repository of structured organic reaction records. Task: describe an organic reaction: reactants, conditions, products, and yield Reactants: C=C1CC(CO)N(C(=O)OC(C)(C)C)C1, C1CCOC1, CCOC(C)=O, [Cl-], Fc1cc(F)c(CBr)cc1F, [H-], [NH4+], [Na+]. Yields the product C=C1CC(COCc2cc(F)c(F)cc2F)N(C(=O)OC(C)(C)C)C1. RXN SMILES: [C:1]([CH3:2])([CH3:3])([CH3:4])[O:5][C:6](=[O:7])[N:8]1[CH:9]([CH2:14][OH:15])[CH2:10][C:11](=[CH2:13])[CH2:12]1.[CH2:31]1[O:32][CH2:33][CH2:34][CH2:35]1.[CH3:36][CH2:37][O:38][C:39]([CH3:40])=[O:41].[Cl-:29].[F:16][c:17]1[c:18]([CH2:19][Br:20])[cH:21][c:22]([F:26])[c:23]([F:25])[cH:24]1.[H-:28].[NH4+:30].[Na+:27]>>[C:1]([CH3:2])([CH3:3])([CH3:4])[O:5][C:6](=[O:7])[N:8]1[CH:9]([CH2:14][O:15][CH2:19][c:18]2[c:17]([F:16])[cH:24][c:23]([F:25])[c:22]([F:26])[cH:21]2)[CH2:10][C:11](=[CH2:13])[CH2:12]1. The reactants are BrCC(=CCC1=C(C(=C2COC(C2=C1OCC[Si](C)(C)C)=O)C)OC)C (6-(4-bromo-3-methyl-but-2-enyl)-5-methoxy-4-methyl-7-(2-trimethylsilanyl-ethoxy)-3H-isobenzofuran-1-one), COC(CP(=O)(OCC(F)(F)F)OCC(F)(F)F)=O ([bis-(2,2,2-trifluoro-ethoxy)-phosphoryl]-acetic acid methyl ester), [Cl-].[NH4+] (ammonium chloride), CCOC(=O)C (EtOAc). Run in C1CCOC1 (THF), C1CCOC1 (THF), C1CCOC1 (THF). Reaction conditions: time 8 hour. The product is COC(C(CC(=CCC=1C(=C2C(OCC2=C(C1OC)C)=O)OCC[Si](C)(C)C)C)P(=O)(OCC(F)(F)F)OCC(F)(F)F)=O (2-(Bis-(2,2,2-trifluoroethoxy)phosphoryl)-6-[6-methoxy-7-methyl-3-oxo-4-(2-trimethylsilanyl-ethoxy)-1,3-dihydro-isobenzofuran-5-yl]-4-methyl-hex-4-enoic acid methyl ester). Yield: 48.2%. As a reaction SMILES: [CH3:1][O:2][C:3](=[O:19])[CH2:4][P:5]([O:13][CH2:14][C:15]([F:18])([F:17])[F:16])([O:7][CH2:8][C:9]([F:12])([F:11])[F:10])=[O:6].Br[CH2:21][C:22]([CH3:45])=[CH:23][CH2:24][C:25]1[C:33]([O:34][CH2:35][CH2:36][Si:37]([CH3:40])([CH3:39])[CH3:38])=[C:32]2[C:28]([CH2:29][O:30][C:31]2=[O:41])=[C:27]([CH3:42])[C:26]=1[O:43][CH3:44].[Cl-].[NH4+].CCOC(C)=O>C1COCC1>[CH3:1][O:2][C:3](=[O:19])[CH:4]([P:5]([O:7][CH2:8][C:9]([F:12])([F:10])[F:11])([O:13][CH2:14][C:15]([F:18])([F:16])[F:17])=[O:6])[CH2:21][C:22]([CH3:45])=[CH:23][CH2:24][C:25]1[C:33]([O:34][CH2:35][CH2:36][Si:37]([CH3:40])([CH3:38])[CH3:39])=[C:32]2[C:28](=[C:27]([CH3:42])[C:26]=1[O:43][CH3:44])[CH2:29][O:30][C:31]2=[O:41] |f:2.3|. Reported procedure: To a solution of [bis-(2,2,2-trifluoro-ethoxy)-phosphoryl]-acetic acid methyl ester (186 μL, 0.88 mmol) in anhydrous THF (2 mL) was added a solution of 1N NaN (TMS)2 in THF (0.88 mL, 0.88 mmol). The solution was stirred at room temperature for 30 minutes, whereupon a solution of 6-(4-bromo-3-methyl-but-2-enyl)-5-methoxy-4-methyl-7-(2-trimethylsilanyl-ethoxy)-3H-isobenzofuran-1-one (98 mg, 0.22 mmol) in THF (1 mL) was added. The reaction mixture was stirred overnight when a precipitate was observ...